From a dataset of the Open Reaction Database (ORD), a public repository of structured organic reaction records. describe an organic reaction: reactants, conditions, products, and yield Starting materials: O[C@@H](C(CS(=O)(=O)C1=CC=C(C=C1)OC1=CC=C(C=C1)OC(F)(F)F)=O)CCO ((3R)-3,5-dihydroxy-1-({4-[4-(trifluoromethoxy)phenoxy]phenyl}sulfonyl)-2-pentanone), dimethyl acetal, C12(C(=O)CC(CC1)C2(C)C)CS(=O)(=O)O (camphorsulfonic acid). The solvent is CN(C)C=O (DMF). Run at time 15 hour. Product: CC1(OCC[C@@H](O1)C(CS(=O)(=O)C1=CC=C(C=C1)OC1=CC=C(C=C1)OC(F)(F)F)=O)C (1-[(4R)-2,2-dimethyl-1,3-dioxan-4-yl]-2-({4-[4-(trifluoromethoxy)phenoxy]phenyl}sulfonyl)ethanone). As a reaction SMILES: [OH:1][C@H:2]([CH2:27][CH2:28][OH:29])[C:3](=[O:26])[CH2:4][S:5]([C:8]1[CH:13]=[CH:12][C:11]([O:14][C:15]2[CH:20]=[CH:19][C:18]([O:21][C:22]([F:25])([F:24])[F:23])=[CH:17][CH:16]=2)=[CH:10][CH:9]=1)(=[O:7])=[O:6].[C:30]12(CS(O)(=O)=O)C(C)(C)C(C[CH2:36]1)C[C:31]2=O>CN(C=O)C>[CH3:31][C:30]1([CH3:36])[O:1][C@@H:2]([C:3](=[O:26])[CH2:4][S:5]([C:8]2[CH:13]=[CH:12][C:11]([O:14][C:15]3[CH:20]=[CH:19][C:18]([O:21][C:22]([F:23])([F:24])[F:25])=[CH:17][CH:16]=3)=[CH:10][CH:9]=2)(=[O:6])=[O:7])[CH2:27][CH2:28][O:29]1. Procedure details: A solution of Example 270A (1.1 g, 2.4 mmol) and dimethyl acetal (350 mL) in DMF (10 mL) was treated with a catalytic amount of camphorsulfonic acid, stirred at rt for 15 h than partitioned between water ant ethyl acetate. The organics were washed with brine, dried (MgSO4), filtered, concentrated and purified via silca gel column chromatography eluting with 25% hexanes-ethyl acetate to give 693 mg of the title compound as a viscous oil. Starting materials: CNC1=CC(=CC(=N1)C1=NC=CC=C1)C=1C=NC=C(C1)C1=CC=C(C=C1)C(=O)N1CCN(CC1)C ([4-(6′-Methylamino-[2,2′;4′,3″]terpyridin-5″-yl)-phenyl]-(4-methyl-piperazin-1-yl)-methanone), C(C)(C)N1CCN(CC1)CC1=CC=C(C=C1)B(O)O (4-((4-Isopropyl-piperazin-1-yl)methyl)-phenyl boronic acid), BrC=1C=C(C=NC1)C1=CC(=NC(=C1)N1CCCC1)C1=NC=CC=C1 (5″-Bromo-6′-pyrrolidin-1-yl-[2,2′;4′,3″]terpyridine), C(C)(C)N1CCN(CC1)CC1=CC=C(C=C1)B(O)O (4-((4-Isopropyl-piperazin-1-yl)methyl)-phenyl boronic acid). The product is C(C)(C)N1CCN(CC1)CC1=CC=C(C=C1)C=1C=C(C=NC1)C1=CC(=NC(=C1)N1CCCC1)C1=NC=CC=C1 (5″-[4-(4-Isopropyl-piperazin-1-ylmethyl)-phenyl]-6′-pyrrolidin-1-yl-[2,2′;4′,3″]terpyridine). As a reaction SMILES: CNC1N=C(C2C=CC=CN=2)C=C(C2C=NC=C(C3C=CC(C(N4CCN(C)CC4)=O)=CC=3)C=2)C=1.Br[C:37]1[CH:38]=[C:39]([C:43]2[CH:48]=[C:47]([N:49]3[CH2:53][CH2:52][CH2:51][CH2:50]3)[N:46]=[C:45]([C:54]3[CH:59]=[CH:58][CH:57]=[CH:56][N:55]=3)[CH:44]=2)[CH:40]=[N:41][CH:42]=1.[CH:60]([N:63]1[CH2:68][CH2:67][N:66]([CH2:69][C:70]2[CH:75]=[CH:74][C:73](B(O)O)=[CH:72][CH:71]=2)[CH2:65][CH2:64]1)([CH3:62])[CH3:61]>>[CH:60]([N:63]1[CH2:64][CH2:65][N:66]([CH2:69][C:70]2[CH:75]=[CH:74][C:73]([C:37]3[CH:38]=[C:39]([C:43]4[CH:48]=[C:47]([N:49]5[CH2:53][CH2:52][CH2:51][CH2:50]5)[N:46]=[C:45]([C:54]5[CH:59]=[CH:58][CH:57]=[CH:56][N:55]=5)[CH:44]=4)[CH:40]=[N:41][CH:42]=3)=[CH:72][CH:71]=2)[CH2:67][CH2:68]1)([CH3:62])[CH3:61]. Procedure: is prepared analogously to [4-(6′-Methylamino-[2,2′;4′,3″]terpyridin-5″-yl)-phenyl]-(4-methyl-piperazin-1-yl)-methanone (Example 2.1) by replacing (5″-Bromo-[2,2′;4′,3″]terpyridin-6′-yl)-methyl-amine (Example 2.1, step1) with 5″-Bromo-6′-pyrrolidin-1-yl-[2,2′;4′,3″]terpyridine and by replacing (4-Methyl-piperazin-1-yl)-[4-(4,4,5,5-tetramethyl-[1,3,2]dioxaborolan-2-yl)-phenyl]-methanone with 4-(4-Isopropyl-piperazin-1-ylmethyl)-phenyl boronic acid (Intermediate B3). Reactants: CCOC(=O)CBr, CCO, FC(F)(F)c1c[nH]cn1. The product is CCOC(=O)Cn1cnc(C(F)(F)F)c1. Reaction SMILES: [Br:10][CH2:11][C:12](=[O:13])[O:14][CH2:15][CH3:16].[CH3:17][CH2:18][OH:19].[F:1][C:2]([c:3]1[n:4][cH:5][nH:6][cH:7]1)([F:8])[F:9]>>[F:1][C:2]([c:3]1[n:4][cH:5][n:6]([CH2:11][C:12](=[O:13])[O:14][CH2:15][CH3:16])[cH:7]1)([F:8])[F:9].